This data is from the Open Reaction Database (ORD), a public repository of structured organic reaction records. The task is: describe an organic reaction: reactants, conditions, products, and yield Reactants: O (water), BrCCC1=CC(NC2=CC=C(C=C12)[N+](=O)[O-])=O (4-(2-bromoethyl)-6-nitro-2(1H)-quinolinone), N1CCC(CC1)C1=CNC2=CC=CC=C12 (3-(4-piperidinyl)-1H-indol), C(O)([O-])=O.[Na+] (sodium hydrogen carbonate). Solvent: CN(C=O)C (dimethylformamide). Run at temperature 50 celsius, time 30 hour. Yields the product N1C=C(C2=CC=CC=C12)C1CCN(CC1)CCC1=CC(NC2=CC=C(C=C12)[N+](=O)[O-])=O (4-[2-[4-(1H-indol-3-yl)-1-piperidinyl]ethyl]-6-nitro-2(1H)-quinolinone). Isolated yield 51.2%. As a reaction SMILES: Br[CH2:2][CH2:3][C:4]1[C:13]2[C:8](=[CH:9][CH:10]=[C:11]([N+:14]([O-:16])=[O:15])[CH:12]=2)[NH:7][C:6](=[O:17])[CH:5]=1.[NH:18]1[CH2:23][CH2:22][CH:21]([C:24]2[C:32]3[C:27](=[CH:28][CH:29]=[CH:30][CH:31]=3)[NH:26][CH:25]=2)[CH2:20][CH2:19]1.C(=O)([O-])O.[Na+].O>CN(C)C=O>[NH:26]1[C:27]2[C:32](=[CH:31][CH:30]=[CH:29][CH:28]=2)[C:24]([CH:21]2[CH2:22][CH2:23][N:18]([CH2:2][CH2:3][C:4]3[C:13]4[C:8](=[CH:9][CH:10]=[C:11]([N+:14]([O-:16])=[O:15])[CH:12]=4)[NH:7][C:6](=[O:17])[CH:5]=3)[CH2:19][CH2:20]2)=[CH:25]1 |f:2.3|. Procedure: A suspension of 4-(2-bromoethyl)-6-nitro-2(1H)-quinolinone (II-9) (891 mg, 3.0 mmol), 3-(4-piperidinyl)-1H-indol (600 mg, 3.0 mmol) and sodium hydrogen carbonate (378 mg, 4.5 mmol) in dimethylformamide (9 ml) was stirred at 50 ° C. for 30 hours. Then the reaction mixture was poured into water. The precipitated solid was filtered, washed with water, dried and recrystallized from a mixed solvent consisting of methanol, tetrahydrofuran and water to give the desired compound (III-19) (640 mg, yield ... The reactants are ClC=1SC(=C(N1)C(F)(F)F)C(=O)Cl (2-Chloro-4-Trifluoromethyl-5-Thiazolecarboxylic Acid Chloride), C(C)(C)O (isopropanol). The product is ClC=1SC(=C(N1)C(F)(F)F)C(=O)OC(C)C (Isopropyl 2-Chloro-4-Trifluoromethyl-5-Thiazolecarboxylate). Isolated yield 86.1%. Reaction SMILES: [Cl:1][C:2]1[S:3][C:4]([C:11](Cl)=[O:12])=[C:5]([C:7]([F:10])([F:9])[F:8])[N:6]=1.[CH:14]([OH:17])([CH3:16])[CH3:15]>>[Cl:1][C:2]1[S:3][C:4]([C:11]([O:17][CH:14]([CH3:16])[CH3:15])=[O:12])=[C:5]([C:7]([F:8])([F:9])[F:10])[N:6]=1. Procedure: The acid chloride of Example 8 (5.2 g), and 10 g of isopropanol were held at reflux for 16 hours. Excess alcohol was removed under reduced pressure. The residue was dissolved in 50 ml. of ether. The ether solution was washed with sodium bicarbonate, dried (MgSO4) and concentrated under reduced pressure. The crude product was distilled at 1 mm. on a Kugelrohr to give 4.9 g (86%) of the desired product as colorless liquid, nD25 =1.4655. The reactants are C(OCC)(OCC(C)=C)=O (ethyl methallyl carbonate), C1(=CC=CC=C1)C#C (phenylacetylene), C(OCC)(OCC(C)=C)=O (ethyl methallyl carbonate). Reagents/catalysts: C1=CC=C(C=C1)P(C2=CC=CC=C2)C3=CC=CC=C3.C1=CC=C(C=C1)P(C2=CC=CC=C2)C3=CC=CC=C3.C1=CC=C(C=C1)P(C2=CC=CC=C2)C3=CC=CC=C3.C1=CC=C(C=C1)P(C2=CC=CC=C2)C3=CC=CC=C3.[Pd] (tetrakis(triphenylphosphine) palladium (O)). The solvent is O1CCCC1 (tetrahydrofuran). Yields the product C(C(C)=C)C#CC1=CC=CC=C1 (methallylphenylacetylene). The yield is 61.5%. As a reaction SMILES: C(=O)(O[CH2:6][C:7](=[CH2:9])[CH3:8])OCC.[C:11]1([C:17]#[CH:18])[CH:16]=[CH:15][CH:14]=[CH:13][CH:12]=1>O1CCCC1.C1C=CC(P(C2C=CC=CC=2)C2C=CC=CC=2)=CC=1.C1C=CC(P(C2C=CC=CC=2)C2C=CC=CC=2)=CC=1.C1C=CC(P(C2C=CC=CC=2)C2C=CC=CC=2)=CC=1.C1C=CC(P(C2C=CC=CC=2)C2C=CC=CC=2)=CC=1.[Pd]>[CH2:8]([C:18]#[C:17][C:11]1[CH:16]=[CH:15][CH:14]=[CH:13][CH:12]=1)[C:7](=[CH2:6])[CH3:9] |f:3.4.5.6.7|. Procedure details: A mixture of ethyl methallyl carbonate (1.58 g, 0.011 mole), phenylacetylene (1.02 g, 0.010 mole) and tetrakis(triphenylphosphine) palladium (O) (0.25 g, 0.21 mmole) in tetrahydrofuran (15 ml) was refluxed for 91 hours under N2. Gas chromatographic analysis showed that the ethyl methallyl carbonate was totally consumed but about 10 percent of phenylacetylene remained. The product, methallylphenylacetylene, was isolated by preparative gas chromatography (0.96 g, 61.5 percent yield) and identified... The reactants are CNCCC1=C(OCCO)C=CC=C1 (2-(2-(2-(methylamino)ethyl)phenoxy)ethanol), C(C)N(C(C)C)C(C)C (ethyldiisopropylamine), NCC=1C=C(C(=O)N[C@H](CC2=CC3=CC=CC=C3C=C2)C(N(C)CCC2=C(C=CC=C2)OCCO)=O)C=CC1 (3-Aminomethyl-N-[(1R)-1-(N-{2-[2-(2-hydroxyethoxy)phenyl]ethyl}-N-methylcarbamoyl)-2-(2-naphthyl)ethyl]benzamide), ON1N=NC2=C1N=CC=C2 (1-Hydroxy-7-azabenzotriazole), Cl.CN(CCCN=C=NCC)C (N-(3-Dimethylaminopropyl)-N'-ethylcarbodiimide hydrochloride). Solvent: ClCCl (dichloromethane), C(C)(=O)OCC (ethyl acetate), CN(C=O)C (N,N-dimethylformamide), ClCCl (dichloromethane). Reaction conditions: temperature 0 celsius, time 15 minute. The product is C(C)(C)(C)OC(N[C@H](CC1=CC2=CC=CC=C2C=C1)C(N(C)CCC1=C(C=CC=C1)OCCO)=O)=O ([(1R)-1-(N-{2-[2-(2-hydroxyethoxy)phenyl]ethyl}-N-methylcarbamoyl)-2-(2-naphthyl)ethyl]carbamic acid tert-butyl ester). Isolated yield 52.9%. RXN SMILES: NCC1C=C(C=CC=1)[C:6]([NH:8][C@@H:9]([C:21](=[O:36])[N:22]([CH2:24][CH2:25][C:26]1[CH:31]=[CH:30][CH:29]=[CH:28][C:27]=1[O:32][CH2:33][CH2:34][OH:35])[CH3:23])[CH2:10][C:11]1[CH:20]=[CH:19][C:18]2[C:13](=[CH:14][CH:15]=[CH:16][CH:17]=2)[CH:12]=1)=[O:7].[OH:40]N1C2N=CC=CC=2N=N1.Cl.CN(C)CCCN=C=NCC.CNC[CH2:65][C:66]1[CH:75]=CC=C[C:67]=1OCCO.C(N(C(C)C)C(C)C)C>CN(C)C=O.ClCCl.C(OCC)(=O)C>[C:66]([O:7][C:6](=[O:40])[NH:8][C@@H:9]([C:21](=[O:36])[N:22]([CH2:24][CH2:25][C:26]1[CH:31]=[CH:30][CH:29]=[CH:28][C:27]=1[O:32][CH2:33][CH2:34][OH:35])[CH3:23])[CH2:10][C:11]1[CH:20]=[CH:19][C:18]2[C:13](=[CH:14][CH:15]=[CH:16][CH:17]=2)[CH:12]=1)([CH3:75])([CH3:67])[CH3:65] |f:2.3|. Procedure details: 3-Aminomethyl-N-[(1R)-1-(N-{2-[2-(2-hydroxyethoxy)phenyl]ethyl}-N-methylcarbamoyl)-2-(2-naphthyl)ethyl]benzamide ##STR154## [(1R)-1-(N-{2-[2-(2-Hydroxyethoxy)phenyl]ethyl}-N-methylcarbamoyl)-2-(2-naphthyl)ethyl]carbamic acid tert-butyl ester ##STR155## (2R)-2-(tert-Butoxycarbonylamino)-3-(2-naphthyl)propionic acid (654 mg, 2.07 mmol) was dissolved in N,N-dimethylformamide (4 ml) and dichloromethane (4 ml). 1-Hydroxy-7-azabenzotriazole (282 mg, 2.07 mmol) was added. The solution was cooled to 0° ... Starting materials: FC1=C(C(=O)N=C=O)C(=CC=C1)F (2,6-difluorobenzoylisocyanate), ClC1=C(C=C(N)C=C1)C(F)(F)F (4-chloro-3-trifluoromethylaniline). The solvent is C1(=CC=CC=C1)C (toluene), C1(=CC=CC=C1)C (toluene). Conditions: temperature 40 celsius, time 1 hour. Product: ClC1=C(C=C(C=C1)NC(=O)NC(C1=C(C=CC=C1F)F)=O)C(F)(F)F (N-(4-chloro-3-trifluoromethylphenyl)-N'-(2,6-difluorobenzoyl)-urea). The yield is 95.1%. RXN SMILES: [F:1][C:2]1[CH:12]=[CH:11][CH:10]=[C:9]([F:13])[C:3]=1[C:4]([N:6]=[C:7]=[O:8])=[O:5].[Cl:14][C:15]1[CH:21]=[CH:20][C:18]([NH2:19])=[CH:17][C:16]=1[C:22]([F:25])([F:24])[F:23]>C1(C)C=CC=CC=1>[Cl:14][C:15]1[CH:21]=[CH:20][C:18]([NH:19][C:7]([NH:6][C:4](=[O:5])[C:3]2[C:2]([F:1])=[CH:12][CH:11]=[CH:10][C:9]=2[F:13])=[O:8])=[CH:17][C:16]=1[C:22]([F:23])([F:24])[F:25]. Procedure: A solution of 9.2 g (0.05 mole) of 2,6-difluorobenzoylisocyanate in 50 ml of toluene was added dropwise at 40° C to a solution of 9.8 g (0.05 mole) of 4-chloro-3-trifluoromethylaniline in 100 ml of toluene. The batch was stirred for 1 hour at 40° C. The substance which separated out was filtered off after cooling the reaction mixture to 20° C, and washed with toluene and petroleum ether. After drying, 18.0 g (95% of theory) of N-(4-chloro-3-trifluoromethylphenyl)-N'-(2,6-difluorobenzoyl)-urea of... Reactants: Cc1csc(CC(=O)c2ccc(Br)cc2)c1F, CC(=O)[O-], CCO, CCOCC, Cl, NO, [Na+], O. Product: Cc1csc(CC(=NO)c2ccc(Br)cc2)c1F. As a reaction SMILES: [Br:1][c:2]1[cH:3][cH:4][c:5]([C:8]([CH2:9][c:10]2[s:11][cH:12][c:13]([CH3:16])[c:14]2[F:15])=[O:17])[cH:6][cH:7]1.[CH3:22][C:23](=[O:24])[O-:25].[CH3:26][CH2:27][OH:28].[CH3:30][CH2:31][O:32][CH2:33][CH3:34].[ClH:18].[NH2:19][OH:20].[Na+:21].[OH2:29]>>[Br:1][c:2]1[cH:3][cH:4][c:5]([C:8]([CH2:9][c:10]2[s:11][cH:12][c:13]([CH3:16])[c:14]2[F:15])=[N:19][OH:20])[cH:6][cH:7]1.